Dataset: the Open Reaction Database (ORD), a public repository of structured organic reaction records. Task: describe an organic reaction: reactants, conditions, products, and yield The reactants are CC(C)(C)c1ccc(S(N)(=O)=O)cc1, COc1ccccc1Oc1c(OC)nn(C)c1N, CN(C)c1ccncc1, CCO, Cl, [Na+], [OH-], c1ccncc1. Yields the product COc1ccccc1Oc1c(OC)nn(C)c1NS(=O)(=O)c1ccc(C(C)(C)C)cc1. Reaction SMILES: [C:19]([CH3:20])([CH3:21])([CH3:22])[c:23]1[cH:24][cH:25][c:26]([S:29](=[O:30])(=[O:31])[NH2:32])[cH:27][cH:28]1.[CH3:1][O:2][c:3]1[n:4][n:5]([CH3:18])[c:6]([NH2:17])[c:7]1[O:8][c:9]1[c:10]([O:15][CH3:16])[cH:11][cH:12][cH:13][cH:14]1.[CH3:33][N:34]([CH3:35])[c:36]1[cH:37][cH:38][n:39][cH:40][cH:41]1.[CH3:48][CH2:49][OH:50].[ClH:53].[Na+:52].[OH-:51].[cH:42]1[cH:43][cH:44][n:45][cH:46][cH:47]1>>[CH3:1][O:2][c:3]1[n:4][n:5]([CH3:18])[c:6]([NH:17][S:29]([c:26]2[cH:25][cH:24][c:23]([C:19]([CH3:20])([CH3:21])[CH3:22])[cH:28][cH:27]2)(=[O:30])=[O:31])[c:7]1[O:8][c:9]1[c:10]([O:15][CH3:16])[cH:11][cH:12][cH:13][cH:14]1. The reactants are CCCNCCC, CN(C)C=O, C(=NC1CCCCC1)=NC1CCCCC1, Cc1nnc2n1-c1sc(CCC(=O)O)cc1C(c1ccccc1Cl)=NC2C, On1nnc2ccccc21. Yields the product CCCN(CCC)C(=O)CCc1cc2c(s1)-n1c(C)nnc1C(C)N=C2c1ccccc1Cl. As a reaction SMILES: [CH2:38]([CH2:39][CH3:40])[NH:41][CH2:42][CH2:43][CH3:44].[CH3:60][N:61]([CH3:62])[CH:63]=[O:64].[CH:45]1([N:46]=[C:47]=[N:48][CH:49]2[CH2:50][CH2:51][CH2:52][CH2:53][CH2:54]2)[CH2:55][CH2:56][CH2:57][CH2:58][CH2:59]1.[Cl:1][c:2]1[c:3]([C:8]2=[N:9][CH:10]([CH3:27])[c:11]3[n:12]([c:23]([CH3:26])[n:24][n:25]3)-[c:13]3[c:14]2[cH:15][c:16]([CH2:18][CH2:19][C:20](=[O:21])[OH:22])[s:17]3)[cH:4][cH:5][cH:6][cH:7]1.[OH:28][n:29]1[c:30]2[cH:31][cH:32][cH:33][cH:34][c:35]2[n:36][n:37]1>>[Cl:1][c:2]1[c:3]([C:8]2=[N:9][CH:10]([CH3:27])[c:11]3[n:12]([c:23]([CH3:26])[n:24][n:25]3)-[c:13]3[c:14]2[cH:15][c:16]([CH2:18][CH2:19][C:20](=[O:21])[N:41]([CH2:38][CH2:39][CH3:40])[CH2:42][CH2:43][CH3:44])[s:17]3)[cH:4][cH:5][cH:6][cH:7]1. Reaction SMILES: CC(OI1(OC(C)=O)(OC(C)=O)OC(=O)C2C1=CC=CC=2)=O.ClCCl.N1C=CC=CC=1.[F:32][C:33]1[CH:38]=[CH:37][C:36]([C:39]2[C:51]([CH:52]([OH:64])[C:53]3[CH:58]=[CH:57][C:56]([O:59][C:60]([F:63])([F:62])[F:61])=[CH:55][CH:54]=3)=[C:50]([CH:65]([CH3:67])[CH3:66])[CH:49]=[C:48]3[C:40]=2[C:41](=[O:68])[CH2:42][C:43]2([O:47]3)[CH2:46][CH2:45][CH2:44]2)=[CH:35][CH:34]=1>C(OCC)(=O)C.[OH-].[Na+]>[F:32][C:33]1[CH:34]=[CH:35][C:36]([C:39]2[C:51]([C:52](=[O:64])[C:53]3[CH:58]=[CH:57][C:56]([O:59][C:60]([F:62])([F:63])[F:61])=[CH:55][CH:54]=3)=[C:50]([CH:65]([CH3:66])[CH3:67])[CH:49]=[C:48]3[C:40]=2[C:41](=[O:68])[CH2:42][C:43]2([O:47]3)[CH2:46][CH2:45][CH2:44]2)=[CH:37][CH:38]=1 |f:5.6|. Run in C(C)(=O)OCC (ethyl acetate), [OH-].[Na+] (sodium hydroxide). The product is FC1=CC=C(C=C1)C1=C2C(CC3(CCC3)OC2=CC(=C1C(C1=CC=C(C=C1)OC(F)(F)F)=O)C(C)C)=O (5-(4-Fluorophenyl)-7-isopropyl-6-[4-(trifluoromethoxy)benzoyl]spiro[chromen-2,1′-cyclobutan]-4(3H)-one). Reaction conditions: temperature 0 celsius, time 6 hour. Starting materials: CC(=O)OI1(C2=CC=CC=C2C(=O)O1)(OC(=O)C)OC(=O)C (1,1-dihydro-1,1,1-triacetoxy-1,2-benziodoxol-3(1H)-one), FC1=CC=C(C=C1)C1=C2C(CC3(CCC3)OC2=CC(=C1C(C1=CC=C(C=C1)OC(F)(F)F)O)C(C)C)=O (5-(4-Fluorophenyl)-6-{hydroxy[4-(trifluoromethoxy)phenyl]methyl}-7-isopropylspiro[chromen-2,1′-cyclobutan]-4(3H)-one), ClCCl (dichloromethane), ClCCl (dichloromethane), N1=CC=CC=C1 (pyridine). Procedure: 68 mg (0.16 mmol) of 1,1-dihydro-1,1,1-triacetoxy-1,2-benziodoxol-3(1H)-one are dissolved in 0.6 ml of abs. dichloromethane and cooled to −30° C. 9 μl (0.11 mmol) of pyridine are added, followed by the dropwise addition of 55 mg (0.11 mmol) of 5-(4-fluorophenyl)-6-{hydroxy[4-(trifluoromethoxy)phenyl]methyl}-7-isopropylspiro-[chromen-2,1′-cyclobutan]-4(3H)-one (Example 58A), dissolved in 0.4 ml of abs. dichloromethane. The mixture is slowly warmed to 0° C. and stirred at this temperature for 6 h.... Reactants: CCOC(=O)Cl, Cl, COC(=O)COc1ccc(C(=O)CN)cc1, c1ccncc1. Reaction SMILES: [Cl:18][C:19](=[O:20])[O:21][CH2:22][CH3:23].[ClH:1].[NH2:2][CH2:3][C:4](=[O:5])[c:6]1[cH:7][cH:8][c:9]([O:10][CH2:11][C:12](=[O:13])[O:14][CH3:15])[cH:16][cH:17]1.[cH:24]1[cH:25][cH:26][n:27][cH:28][cH:29]1>>[NH:2]([CH2:3][C:4](=[O:5])[c:6]1[cH:7][cH:8][c:9]([O:10][CH2:11][C:12](=[O:13])[O:14][CH3:15])[cH:16][cH:17]1)[C:19](=[O:20])[O:21][CH2:22][CH3:23]. Yields the product CCOC(=O)NCC(=O)c1ccc(OCC(=O)OC)cc1. Yields the product C(C1=CC=CC=C1)O[C@@H]1[C@@H]([C@H](O[C@@H]([C@H]1OCC1=CC=CC=C1)COCC1=CC=CC=C1)O[C@@H]1[C@@H](OCCCCCCCCC(=O)OC)O[C@@H]([C@H]([C@@H]1OCC1=CC=CC=C1)OCC1=CC=CC=C1)COCC1=CC=CC=C1)O (8-methoxycarbonyloctyl 2-O-(3,4,6-tri-O-benzyl-α-D-mannopyranosyl)-3,4,6-tri-O-benzyl-α-D-mannopyranoside). The yield is 89.9%. Reactants: C(C1=CC=CC=C1)(=O)O[C@@H]1[C@H](O[C@@H]([C@H]([C@@H]1OCC1=CC=CC=C1)OCC1=CC=CC=C1)COCC1=CC=CC=C1)O[C@@H]1[C@@H](OCCCCCCCCC(=O)OC)O[C@@H]([C@H]([C@@H]1OCC1=CC=CC=C1)OCC1=CC=CC=C1)COCC1=CC=CC=C1 (8-methoxycarbonyloctyl 2-O-(2-O-benzoyl-3,4,6-tri-O-benzyl-α-D-mannopyranosyl)-3,4,6-tri-O-benzyl-α-D-mannopyranoside), [Na] (Sodium). RXN SMILES: C([O:9][C@H:10]1[C@@H:15]([O:16][CH2:17][C:18]2[CH:23]=[CH:22][CH:21]=[CH:20][CH:19]=2)[C@H:14]([O:24][CH2:25][C:26]2[CH:31]=[CH:30][CH:29]=[CH:28][CH:27]=2)[C@@H:13]([CH2:32][O:33][CH2:34][C:35]2[CH:40]=[CH:39][CH:38]=[CH:37][CH:36]=2)[O:12][C@@H:11]1[O:41][C@H:42]1[C@@H:60]([O:61][CH2:62][C:63]2[CH:68]=[CH:67][CH:66]=[CH:65][CH:64]=2)[C@H:59]([O:69][CH2:70][C:71]2[CH:76]=[CH:75][CH:74]=[CH:73][CH:72]=2)[C@@H:58]([CH2:77][O:78][CH2:79][C:80]2[CH:85]=[CH:84][CH:83]=[CH:82][CH:81]=2)[O:57][C@@H:43]1[O:44][CH2:45][CH2:46][CH2:47][CH2:48][CH2:49][CH2:50][CH2:51][CH2:52][C:53]([O:55][CH3:56])=[O:54])(=O)C1C=CC=CC=1.[Na]>C1(C)C=CC=CC=1.CO>[CH2:17]([O:16][C@H:15]1[C@H:14]([O:24][CH2:25][C:26]2[CH:31]=[CH:30][CH:29]=[CH:28][CH:27]=2)[C@@H:13]([CH2:32][O:33][CH2:34][C:35]2[CH:40]=[CH:39][CH:38]=[CH:37][CH:36]=2)[O:12][C@H:11]([O:41][C@H:42]2[C@@H:60]([O:61][CH2:62][C:63]3[CH:68]=[CH:67][CH:66]=[CH:65][CH:64]=3)[C@H:59]([O:69][CH2:70][C:71]3[CH:72]=[CH:73][CH:74]=[CH:75][CH:76]=3)[C@@H:58]([CH2:77][O:78][CH2:79][C:80]3[CH:81]=[CH:82][CH:83]=[CH:84][CH:85]=3)[O:57][C@@H:43]2[O:44][CH2:45][CH2:46][CH2:47][CH2:48][CH2:49][CH2:50][CH2:51][CH2:52][C:53]([O:55][CH3:56])=[O:54])[C@H:10]1[OH:9])[C:18]1[CH:19]=[CH:20][CH:21]=[CH:22][CH:23]=1 |f:2.3,^1:85|. Reaction conditions: time 1 hour. The solvent is C1(=CC=CC=C1)C.CO (toluene methanol). Procedure details: 540 mg (467 μmol) of compound 23 was dissolved in 5 ml of a methanol/dichloromethane 1/1 solvent mixture. Sodium (cat.) was then added to the mixture. After 1 hour at ambient temperature, the solution was neutralized with Amberlite resin IR 120 (H+). This was filtered and concentrated under vacuum. Chromatography of the crude product (elution: cyclohexane/ethyl acetate=2.75/1) yielded 442 mg (yield=90%) of product 24 in the form of a colorless oil. The reactants are O=C(NCc1ccc(F)cc1)c1cnc(CO)c(OCc2ccccc2)c1O, ClC(Cl)Cl. Product: O=Cc1ncc(C(=O)NCc2ccc(F)cc2)c(O)c1OCc1ccccc1. As a reaction SMILES: [CH2:1]([c:2]1[cH:3][cH:4][cH:5][cH:6][cH:7]1)[O:8][c:9]1[c:10]([CH2:27][OH:28])[n:11][cH:12][c:13]([C:14](=[O:15])[NH:16][CH2:17][c:18]2[cH:19][cH:20][c:21]([F:24])[cH:22][cH:23]2)[c:25]1[OH:26].[CH:29]([Cl:30])([Cl:31])[Cl:32]>>[CH2:1]([c:2]1[cH:3][cH:4][cH:5][cH:6][cH:7]1)[O:8][c:9]1[c:10]([CH:27]=[O:28])[n:11][cH:12][c:13]([C:14](=[O:15])[NH:16][CH2:17][c:18]2[cH:19][cH:20][c:21]([F:24])[cH:22][cH:23]2)[c:25]1[OH:26].